This data is from the Open Reaction Database (ORD), a public repository of structured organic reaction records. The task is: describe an organic reaction: reactants, conditions, products, and yield Reactants: BrC1=CN=C(N1C1=CC=C(C2=CC=CC=C12)C#N)SCC(=O)NCC(=O)O (2-(2-(5-bromo-1-(4-cyanonaphthalen-1-yl)-1H-imidazol-2-ylthio)acetamido)acetic acid), NCC(=O)NCC(=O)OCC (NH2-Gly-Gly-OEt), C(C)OC(CN)=O (glycine ethyl ester), BrC1=CN=C(N1C1=CC=C(C2=CC=CC=C12)C#N)SCC(=O)O (2-(5-bromo-1-(4-cyanonaphthalen-1-yl)-1H-imidazol-2-ylthio)acetic acid). Yields the product BrC1=CN=C(N1C1=CC=C(C2=CC=CC=C12)C#N)SCC(=O)NCC(=O)NCC(=O)O (2-(2-(2-(5-bromo-1-(4-cyanonaphthalen-1-yl)-1H-imidazol-2-ylthio)acetamido)acetamido)acetic acid). RXN SMILES: [Br:1][C:2]1[N:6]([C:7]2[C:16]3[C:11](=[CH:12][CH:13]=[CH:14][CH:15]=3)[C:10]([C:17]#[N:18])=[CH:9][CH:8]=2)[C:5]([S:19][CH2:20][C:21]([NH:23][CH2:24][C:25]([OH:27])=O)=[O:22])=[N:4][CH:3]=1.C([O:30][C:31](=[O:34])[CH2:32][NH2:33])C.BrC1N(C2C3C(=CC=CC=3)C(C#N)=CC=2)C(SCC(O)=O)=NC=1.NCC(NCC(OCC)=O)=O>>[Br:1][C:2]1[N:6]([C:7]2[C:16]3[C:11](=[CH:12][CH:13]=[CH:14][CH:15]=3)[C:10]([C:17]#[N:18])=[CH:9][CH:8]=2)[C:5]([S:19][CH2:20][C:21]([NH:23][CH2:24][C:25]([NH:33][CH2:32][C:31]([OH:34])=[O:30])=[O:27])=[O:22])=[N:4][CH:3]=1. Procedure details: 2-(2-(2-(5-bromo-1-(4-cyanonaphthalen-1-yl)-1H-imidazol-2-ylthio)acetamido)acetamido)acetic acid is prepared via either of the two routes shown below. In the first, 2-(2-(5-bromo-1-(4-cyanonaphthalen-1-yl)-1H-imidazol-2-ylthio)acetamido)acetic acid (see eg 3) is coupled with glycine ethyl ester and then hydrolyzed to the acid. In the second, 2-(5-bromo-1-(4-cyanonaphthalen-1-yl)-1H-imidazol-2-ylthio)acetic acid (see eg 1) is coupled with NH2-Gly-Gly-OEt, which is then hydrolyzed to the acid.